From a dataset of the Open Reaction Database (ORD), a public repository of structured organic reaction records. describe an organic reaction: reactants, conditions, products, and yield Starting materials: CC(=O)O, CCO, Cl, CCOC(=O)c1cn2c3c(c(F)ccc3c1=O)OCC2C, O. The product is CC1COc2c(F)ccc3c(=O)c(C(=O)O)cn1c23. RXN SMILES: [CH3:22][C:23](=[O:24])[OH:25].[CH3:28][CH2:29][OH:30].[ClH:26].[F:1][c:2]1[cH:3][cH:4][c:5]2[c:6]3[n:7]([cH:13][c:14]([C:17](=[O:18])[O:19][CH2:20][CH3:21])[c:15]2=[O:16])[CH:8]([CH3:12])[CH2:9][O:10][c:11]13.[OH2:27]>>[F:1][c:2]1[cH:3][cH:4][c:5]2[c:6]3[n:7]([cH:13][c:14]([C:17](=[O:18])[OH:19])[c:15]2=[O:16])[CH:8]([CH3:12])[CH2:9][O:10][c:11]13. The reactants are CCn1cc(C(=O)O)c(=O)c2cc(F)c(Cl)cc21, c1ccc(OCC2CNCCN2)cc1, c1ccncc1. Yields the product CCn1cc(C(=O)O)c(=O)c2cc(F)c(N3CCNC(COc4ccccc4)C3)cc21. As a reaction SMILES: [Cl:15][c:16]1[c:17]([F:32])[cH:18][c:19]2[c:20](=[O:31])[c:21]([C:28](=[O:29])[OH:30])[cH:22][n:23]([CH2:26][CH3:27])[c:24]2[cH:25]1.[O:1]([c:2]1[cH:3][cH:4][cH:5][cH:6][cH:7]1)[CH2:8][CH:9]1[CH2:10][NH:11][CH2:12][CH2:13][NH:14]1.[cH:33]1[cH:34][cH:35][n:36][cH:37][cH:38]1>>[O:1]([c:2]1[cH:3][cH:4][cH:5][cH:6][cH:7]1)[CH2:8][CH:9]1[CH2:10][N:11]([c:16]2[c:17]([F:32])[cH:18][c:19]3[c:20](=[O:31])[c:21]([C:28](=[O:29])[OH:30])[cH:22][n:23]([CH2:26][CH3:27])[c:24]3[cH:25]2)[CH2:12][CH2:13][NH:14]1. Reaction conditions: temperature 0 celsius, time 30 minute. Run in CCOC(=O)C (EtOAc), O (water). Starting materials: NC1=NC(=NC(=C1C#N)N[C@@H](C)C1=C(C=C2C(=N1)C=CN2C)C2=CC=NN2C)SC ((S)-4-amino-6-((1-(1-methyl-6-(1-methyl-1H-pyrazol-5-yl)-1H-pyrrolo[3,2-b]pyridin-5-yl)ethyl)amino)-2-(methylthio)pyrimidine-5-carbonitrile), C(C)#N (acetonitrile), OOS(=O)[O-].[K+] (Oxone). Reaction SMILES: [NH2:1][C:2]1[C:7]([C:8]#[N:9])=[C:6]([NH:10][C@H:11]([C:13]2[N:18]=[C:17]3[CH:19]=[CH:20][N:21]([CH3:22])[C:16]3=[CH:15][C:14]=2[C:23]2[N:27]([CH3:28])[N:26]=[CH:25][CH:24]=2)[CH3:12])[N:5]=[C:4](SC)[N:3]=1.O[O:32][S:33]([O-:35])=O.[K+].[C:37](#N)C>O.CCOC(C)=O>[NH2:1][C:2]1[C:7]([C:8]#[N:9])=[C:6]([NH:10][C@H:11]([C:13]2[N:18]=[C:17]3[CH:19]=[CH:20][N:21]([CH3:22])[C:16]3=[CH:15][C:14]=2[C:23]2[N:27]([CH3:28])[N:26]=[CH:25][CH:24]=2)[CH3:12])[N:5]=[C:4]([S:33]([CH3:37])(=[O:35])=[O:32])[N:3]=1 |f:1.2|. Product: NC1=NC(=NC(=C1C#N)N[C@@H](C)C1=C(C=C2C(=N1)C=CN2C)C2=CC=NN2C)S(=O)(=O)C ((S)-4-Amino-6-((1-(1-methyl-6-(1-methyl-1H-pyrazol-5-yl)-1H-pyrrolo[3,2-b]pyridin-5-yl)ethyl)amino)-2-(methylsulfonyl)pyrimidine-5-carbonitrile). Procedure: To a round-bottomed flask was added (S)-4-amino-6-((1-(1-methyl-6-(1-methyl-1H-pyrazol-5-yl)-1H-pyrrolo[3,2-b]pyridin-5-yl)ethyl)amino)-2-(methylthio)pyrimidine-5-carbonitrile (200 mg, 0.477 mmol) in acetonitrile (5418 μL) and water (5418 μL). The mixture was cooled to 0° C. Oxone® (733 mg, 1.192 mmol) was added to give an orange solution. The reaction mixture was stirred at 0° C. for 30 min and then allowed to warm to room temperature. After 2 h, LCMS showed the reaction to be complete. The rea... Reactants: BrCCCOC1=CC=C(C=C1)C (1-(3-bromopropoxy)-4-methylbenzene), C(\C=C/C(=O)O)(=O)O.C(C)N(C=1SC2=C(N1)C=CC=C2)C2CCNCC2 (N-ethyl-N-(4-piperidinyl)-2-benzothiazolamine (Z)-2-butenedioate), C([O-])([O-])=O.[Na+].[Na+] (sodium carbonate), [I-].[K+] (potassium iodide). Run in CN(C=O)C (N,N-dimethylformamide). Run at temperature 60 celsius. Product: C(C)N(C=1SC2=C(N1)C=CC=C2)C2CCN(CC2)CCCOC2=CC=C(C=C2)C (N-ethyl-N-[1-[3-(4-methylphenoxy)propyl]-4-piperidinyl]-2-benzothiazolamine). The yield is 75.0%. As a reaction SMILES: Br[CH2:2][CH2:3][CH2:4][O:5][C:6]1[CH:11]=[CH:10][C:9]([CH3:12])=[CH:8][CH:7]=1.C(O)(=O)/C=C\C(O)=O.[CH2:21]([N:23]([CH:33]1[CH2:38][CH2:37][NH:36][CH2:35][CH2:34]1)[C:24]1[S:25][C:26]2[CH:32]=[CH:31][CH:30]=[CH:29][C:27]=2[N:28]=1)[CH3:22].C(=O)([O-])[O-].[Na+].[Na+].[I-].[K+]>CN(C)C=O>[CH2:21]([N:23]([CH:33]1[CH2:38][CH2:37][N:36]([CH2:2][CH2:3][CH2:4][O:5][C:6]2[CH:11]=[CH:10][C:9]([CH3:12])=[CH:8][CH:7]=2)[CH2:35][CH2:34]1)[C:24]1[S:25][C:26]2[CH:32]=[CH:31][CH:30]=[CH:29][C:27]=2[N:28]=1)[CH3:22] |f:1.2,3.4.5,6.7|. Procedure details: A mixture of 5.04 parts of 1-(3-bromopropoxy)-4-methylbenzene, 7.54 parts of N-ethyl-N-(4-piperidinyl)-2-benzothiazolamine (Z)-2-butenedioate (1:1), 5.3 parts of sodium carbonate, 0.1 parts of potassium iodide and 180 parts of N,N-dimethylformamide was stirred and heated overnight at 60° C. The reaction mixture was poured onto water and the product was extracted with methylbenzene. The extract was washed three times with water, dried, filtered and evaporated. The residue was crystallized from 2-... The reactants are COC(=O)Cc1ccccc1, COC(=O)c1cccnc1, ClC(Cl)Cl, Cl, O. Product: O=C(Cc1ccccc1)c1cccnc1. Reaction SMILES: [CH3:11][O:12][C:13]([CH2:14][c:15]1[cH:16][cH:17][cH:18][cH:19][cH:20]1)=[O:21].[CH3:1][O:2][C:3]([c:4]1[cH:5][n:6][cH:7][cH:8][cH:9]1)=[O:10].[CH:24]([Cl:25])([Cl:26])[Cl:27].[ClH:22].[OH2:23]>>[C:3]([c:4]1[cH:5][n:6][cH:7][cH:8][cH:9]1)(=[O:10])[CH2:14][c:15]1[cH:16][cH:17][cH:18][cH:19][cH:20]1. The reactants are COC(=O)C=1SC(=C(C1CBr)C1=CC=C(C=C1)SC)C1=CC=C(C=C1)F (3-Bromomethyl-5-(4-fluorophenyl)-4-(4-(methylthio) phenyl)thiophene-2-carboxylic acid methyl ester), O (Water). Run in CN(C)C=O (DMF). Conditions: time 15 minute. Product: OCC1=C(SC(=C1C1=CC=C(C=C1)SC)C1=CC=C(C=C1)F)C(=O)O (3-Hydroxymethyl-5-(4-fluorophenyl)-4-(4-(methylthio) -phenyl)thiophene-2-carboxylic acid). RXN SMILES: C[O:2][C:3]([C:5]1[S:6][C:7]([C:20]2[CH:25]=[CH:24][C:23]([F:26])=[CH:22][CH:21]=2)=[C:8]([C:12]2[CH:17]=[CH:16][C:15]([S:18][CH3:19])=[CH:14][CH:13]=2)[C:9]=1[CH2:10]Br)=[O:4].[OH2:27]>CN(C=O)C>[OH:27][CH2:10][C:9]1[C:8]([C:12]2[CH:13]=[CH:14][C:15]([S:18][CH3:19])=[CH:16][CH:17]=2)=[C:7]([C:20]2[CH:25]=[CH:24][C:23]([F:26])=[CH:22][CH:21]=2)[S:6][C:5]=1[C:3]([OH:2])=[O:4]. Reported procedure: To a solution of 249 mg of the product of Step 2 in 5 mL of DMF was added 237 mg of n-Bu4NOAc. The reaction mixture was stirred at r.t. for 15 min. Water (20 mL) was added and the product was extracted with 50 mL of EtOAc. The extract was dried over MgSO4 and concentrated in vacuo. The residue was dissolved in 4 mL of THF and 2 mL of MeOH and treated with 1 ml of 1N LiOH. After 12 h, the reaction mixture was treated with 0.2 ml of HOAc and 10 mL of brine. The product was extracted with 40 mL of ... The reactants are BrC1=C(C=C(C=C1)C)F (4-bromo-3-fluorotoluene), CN(C)C=O (DMF). The reagents and catalysts are [C-]#N.[C-]#N.[Zn+2] (Zn(CN)2), C=1C=CC(=CC1)[P](C=2C=CC=CC2)(C=3C=CC=CC3)[Pd]([P](C=4C=CC=CC4)(C=5C=CC=CC5)C=6C=CC=CC6)([P](C=7C=CC=CC7)(C=8C=CC=CC8)C=9C=CC=CC9)[P](C=1C=CC=CC1)(C=1C=CC=CC1)C=1C=CC=CC1 (Pd(PPh3)4). Solvent: CCOC(=O)C (EtOAc). Reaction conditions: temperature 80 celsius, time 6 hour. The product is C(#N)C1=C(C=C(C=C1)C)F (4-cyano-3-fluorotoluene). As a reaction SMILES: Br[C:2]1[CH:7]=[CH:6][C:5]([CH3:8])=[CH:4][C:3]=1[F:9].[CH3:10][N:11](C=O)C>[C-]#N.[C-]#N.[Zn+2].C1C=CC([P]([Pd]([P](C2C=CC=CC=2)(C2C=CC=CC=2)C2C=CC=CC=2)([P](C2C=CC=CC=2)(C2C=CC=CC=2)C2C=CC=CC=2)[P](C2C=CC=CC=2)(C2C=CC=CC=2)C2C=CC=CC=2)(C2C=CC=CC=2)C2C=CC=CC=2)=CC=1.CCOC(C)=O>[C:10]([C:2]1[CH:7]=[CH:6][C:5]([CH3:8])=[CH:4][C:3]=1[F:9])#[N:11] |f:2.3.4,^1:23,25,44,63|. Procedure: To a degassed solution of 4-bromo-3-fluorotoluene (50.0 g, 264 mmol) in 500 mnL of DMF was added Zn(CN)2 (18.6 g, 159 mmol) and Pd(PPh3)4 (6.1 g, 5.3 mmol). The reaction was stirred at 80° C. for 6 hours, then cooled to room temperature. The solution was poured into EtOAc, washed with water, sat. aq. NaHCO3, and brine, then dried (Na2SO4), filtered, and concentrated in vacuo to provide the crude product. Purification by silica gel chromatography (0-5% EtOAc/hexane) provided the titled product. The reactants are Clc1ncccn1, [H-], [Na+], CN(C)C=O, O=Cc1c[nH]cn1. Yields the product O=Cc1cn(-c2ncccn2)cn1. RXN SMILES: [Cl:10][c:11]1[n:12][cH:13][cH:14][cH:15][n:16]1.[H-:1].[Na+:2].[O:17]=[CH:18][N:19]([CH3:20])[CH3:21].[nH:3]1[cH:4][n:5][c:6]([CH:8]=[O:9])[cH:7]1>>[n:3]1(-[c:11]2[n:12][cH:13][cH:14][cH:15][n:16]2)[cH:4][n:5][c:6]([CH:8]=[O:9])[cH:7]1. Reactants: FC(F)(F)c1nc2c(s1)Nc1ccccc1NC2=S, COS(=O)(=O)C(F)(F)F, Fc1cccc(CCC2CNCCN2)c1. Product: Fc1cccc(CCC2CN(C3=Nc4ccccc4Nc4sc(C(F)(F)F)nc43)CCN2)c1. As a reaction SMILES: [F:1][C:2]([c:3]1[n:4][c:5]2[c:11]([s:12]1)[NH:10][c:9]1[c:8]([cH:16][cH:15][cH:14][cH:13]1)[NH:7][C:6]2=[S:17])([F:18])[F:19].[F:20][C:21]([F:22])([F:23])[S:24]([O:25][CH3:26])(=[O:27])=[O:28].[F:29][c:30]1[cH:31][c:32]([CH2:36][CH2:37][CH:38]2[NH:39][CH2:40][CH2:41][NH:42][CH2:43]2)[cH:33][cH:34][cH:35]1>>[F:1][C:2]([c:3]1[n:4][c:5]2[c:11]([s:12]1)[NH:10][c:9]1[c:8]([cH:16][cH:15][cH:14][cH:13]1)[N:7]=[C:6]2[N:42]1[CH2:41][CH2:40][NH:39][CH:38]([CH2:37][CH2:36][c:32]2[cH:31][c:30]([F:29])[cH:35][cH:34][cH:33]2)[CH2:43]1)([F:18])[F:19]. The product is OC1=C(C(OC(=C1)C)=O)SCC1=CC=C(C=C1)[N+](=O)[O-] (4-hydroxy-6-methyl-3-(4-nitrobenzylthio)-2-pyrone). As a reaction SMILES: [OH:1][C:2]1[CH:7]=[C:6]([CH3:8])[O:5][C:4](=[O:9])[C:3]=1[SH:10].[N+:11]([C:14]1[CH:21]=[CH:20][C:17]([CH2:18]Br)=[CH:16][CH:15]=1)([O-:13])=[O:12].Cl>N1C=CC=CC=1>[OH:1][C:2]1[CH:7]=[C:6]([CH3:8])[O:5][C:4](=[O:9])[C:3]=1[S:10][CH2:18][C:17]1[CH:20]=[CH:21][C:14]([N+:11]([O-:13])=[O:12])=[CH:15][CH:16]=1. Starting materials: OC1=C(C(OC(=C1)C)=O)S (4-hydroxy-3-mercapto-6-methyl-2-pyrone), [N+](=O)([O-])C1=CC=C(CBr)C=C1 (p-nitrobenzyl bromide), Cl (hydrochloric acid). Reported procedure: To a solution of 8.00 g. (0.0510 mole) of 4-hydroxy-3-mercapto-6-methyl-2-pyrone in 50 ml. of pyridine was added 11.0 g. (0.0510 mole) of p-nitrobenzyl bromide portionwise, keeping the temperature of the reaction mixture below 35°C. by means of an ice bath. After the addition was complete the reaction mixture was heated at 90°C. on the steam bath for two hours and 15 minutes. The mixture was then poured into ice and 100 ml. of concentrated hydrochloric acid. The cream colored solid precipitate w... Run at temperature 90 celsius. The solvent is N1=CC=CC=C1 (pyridine).